From a dataset of the Open Reaction Database (ORD), a public repository of structured organic reaction records. describe an organic reaction: reactants, conditions, products, and yield The reactants are OC=C1C(OC(OC1=O)(C)C)=O (5-(hydroxymethylene)-2,2-dimethyl-1,3-dioxane-4,6-dione), COC(CS)=O (mercaptoacetic acid methyl ester), ice water. The solvent is CO (methanol). Conditions: time 18 hour. The product is CC1(OC(C(C(O1)=O)=CSCC(=O)OC)=O)C ([[(2,2-Dimethyl-4,6-dioxo-1,3-dioxan-5-ylidene)methyl]thio]acetic acid, methyl ester). Reaction SMILES: O[CH:2]=[C:3]1[C:8](=[O:9])[O:7][C:6]([CH3:11])([CH3:10])[O:5][C:4]1=[O:12].[CH3:13][O:14][C:15](=[O:18])[CH2:16][SH:17]>CO>[CH3:10][C:6]1([CH3:11])[O:7][C:8](=[O:9])[C:3](=[CH:2][S:17][CH2:16][C:15]([O:14][CH3:13])=[O:18])[C:4](=[O:12])[O:5]1. Procedure: A mixture of 5-(hydroxymethylene)-2,2-dimethyl-1,3-dioxane-4,6-dione (8.6 g, 50 mmole), described by Bihlmayer et al., supra, and mercaptoacetic acid methyl ester (13 g, 0.125 mole) in dry methanol (50 mL) was heated at reflux for 2 hr. Thereafter, the mixture was stirred for 18 hr at 20°-22° C., and then poured into ice-water. The resultant mixture was extracted with diethyl ether. The extract was dried (MgSO4) and concentrated to dryness under reduced pressure. The residue (8.0 g) was purified... The reactants are [BH3-]C#N, CCC1(CC)CN(Cc2ccccc2)CCC1=O, CO, CC(=O)[O-], [NH4+], [Na+]. Product: CCC1(CC)CN(Cc2ccccc2)CCC1N. RXN SMILES: [C:24](#[N:25])[BH3-:26].[CH2:6]([c:7]1[cH:8][cH:9][cH:10][cH:11][cH:12]1)[N:13]1[CH2:14][C:15]([CH2:20][CH3:21])([CH2:22][CH3:23])[C:16](=[O:19])[CH2:17][CH2:18]1.[CH3:28][OH:29].[CH3:2][C:3](=[O:4])[O-:5].[NH4+:1].[Na+:27]>>[CH2:6]([c:7]1[cH:8][cH:9][cH:10][cH:11][cH:12]1)[N:13]1[CH2:14][C:15]([CH2:20][CH3:21])([CH2:22][CH3:23])[CH:16]([NH2:25])[CH2:17][CH2:18]1.